From a dataset of the Open Reaction Database (ORD), a public repository of structured organic reaction records. describe an organic reaction: reactants, conditions, products, and yield The reactants are NC1=NC(=CC=C1C(=O)C1=C(C=CC=C1)F)Cl ((2-Amino-6-chloro-pyridin-3-yl)-(2-fluoro-phenyl)-methanone), NC1CCN(CC1)C(=O)OC(C)(C)C (4-amino-1-N-Boc-piperidine). Yields the product C(C)(C)(C)OC(=O)N1CCC(CC1)NC1=NC(=C(C=C1)C(C1=C(C=CC=C1)F)=O)N (4-[6-Amino-5-(2-fluoro-benzoyl)-pyridin-2-ylamino]-piperidine-1-carboxylic acid tert-butyl ester). Reaction SMILES: [NH2:1][C:2]1[C:7]([C:8]([C:10]2[CH:15]=[CH:14][CH:13]=[CH:12][C:11]=2[F:16])=[O:9])=[CH:6][CH:5]=[C:4](Cl)[N:3]=1.[NH2:18][CH:19]1[CH2:24][CH2:23][N:22]([C:25]([O:27][C:28]([CH3:31])([CH3:30])[CH3:29])=[O:26])[CH2:21][CH2:20]1>>[C:28]([O:27][C:25]([N:22]1[CH2:23][CH2:24][CH:19]([NH:18][C:4]2[CH:5]=[CH:6][C:7]([C:8](=[O:9])[C:10]3[CH:15]=[CH:14][CH:13]=[CH:12][C:11]=3[F:16])=[C:2]([NH2:1])[N:3]=2)[CH2:20][CH2:21]1)=[O:26])([CH3:31])([CH3:29])[CH3:30]. Reported procedure: The title compound was prepared from (2-Amino-6-chloro-pyridin-3-yl)-(2-fluoro-phenyl)-methanone (Example 7) and 4-amino-1-N-Boc-piperidine (Astatech, >96%) using the procedure described in Step B, Example 6. HRMS, observed: 415.2143, Calcd for (M+H)+: 415.2140.